From a dataset of the Open Reaction Database (ORD), a public repository of structured organic reaction records. describe an organic reaction: reactants, conditions, products, and yield Reactants: C(C(=C)C)(=O)OC (methyl methacrylate), aqueous solution, S(=O)(=O)([O-])OOS(=O)(=O)[O-].[K+].[K+] (potassium persulfate), Cl.NCCC=C(C(=O)N)C (aminoethylmethacrylamide hydrochloride). Solvent: O (water). Run at temperature 50 celsius. Yields the product Cl.NCCC=C(C(=O)N)C.C(C(=C)C)(=O)OC (aminoethylmethacrylamide hydrochloride methyl methacrylate). RXN SMILES: [ClH:1].[NH2:2][CH2:3][CH2:4][CH:5]=[C:6]([CH3:10])[C:7]([NH2:9])=[O:8].[C:11]([O:16][CH3:17])(=[O:15])[C:12]([CH3:14])=[CH2:13].S(OOS([O-])(=O)=O)([O-])(=O)=O.[K+].[K+]>O>[ClH:1].[NH2:2][CH2:3][CH2:4][CH:5]=[C:6]([CH3:10])[C:7]([NH2:9])=[O:8].[C:11]([O:16][CH3:17])(=[O:15])[C:12]([CH3:14])=[CH2:13] |f:0.1,3.4.5,7.8.9|. Procedure details: In a flask equipped with a stirring blade and a dropping funnel were charged 100 parts of dry methylene chloride and 60 parts of ethylenediamine, and the mixture was stirred in an ice bath. To the solution was slowly added 105 parts of methacrylic chloride through the dropping funnel. After the addition, the mixture was allowed to react at room temperature for 5 hours. The white precipitate thus formed was collected by filtration, thoroughly washed with dry methylene chloride, and dried to obtai... Starting materials: FC1=C(C=CC(=C1)I)NC=1N(C(C(=CC1C(=O)ON1C(CCC1=O)=O)C)=O)C (2,5-dioxopyrrolidin-1-yl 2-(2-fluoro-4-iodophenylamino)-1,5-dimethyl-6-oxo-1,6-dihydropyridine-3-carboxylate), C1CCOC1.CC(=O)C (THF acetone), [N-]=[N+]=[N-].[Na+] (NaN3). The solvent is O (H2O). Conditions: time 16 hour. The product is FC1=C(C=CC(=C1)I)NC=1N(C(C(=CC1C(=O)N=[N+]=[N-])C)=O)C (2-(2-fluoro-4-iodophenylamino)-1,5-dimethyl-6-oxo-1,6-dihydropyridine-3-carbonyl azide). Yield: 95.6%. Reaction SMILES: [F:1][C:2]1[CH:7]=[C:6]([I:8])[CH:5]=[CH:4][C:3]=1[NH:9][C:10]1[N:11]([CH3:28])[C:12](=[O:27])[C:13]([CH3:26])=[CH:14][C:15]=1[C:16](ON1C(=O)CCC1=O)=[O:17].C1COCC1.CC(C)=O.[N-:38]=[N+:39]=[N-:40].[Na+]>O>[F:1][C:2]1[CH:7]=[C:6]([I:8])[CH:5]=[CH:4][C:3]=1[NH:9][C:10]1[N:11]([CH3:28])[C:12](=[O:27])[C:13]([CH3:26])=[CH:14][C:15]=1[C:16]([N:38]=[N+:39]=[N-:40])=[O:17] |f:1.2,3.4|. Procedure details: A 100 ml round-bottom flask was charged with 2,5-dioxopyrrolidin-1-yl 2-(2-fluoro-4-iodophenylamino)-1,5-dimethyl-6-oxo-1,6-dihydropyridine-3-carboxylate (1.2 g, 2.40 mmol) and a mixture of THF/acetone (15 mL/30 mL). To the mixture was added NaN3 (0.52 g, 8 mmol) is previously dissolved in H2O (10 mL). The reaction mixture was stirred art room temperature for 16 hours and the organic solvents were removed under reduced pressure yielding to the desired product as a light brown solid (0.98 g, 96%)... The reactants are C(C)(=O)C1(CCC1)C1=CC=C(C=C1)Cl (1-Acetyl-1-(4-chlorophenyl)cyclobutane), [H][H] (hydrogen), CN (methylamine), C(C)(=O)C1(CCC1)C1=CC(=C(C=C1)Cl)Cl (1-acetyl-1-(3,4-dichlorophenyl)cyclobutane), solution. Reagents/catalysts: [Pt]=O (platinum oxide). Run in C(C)O (ethanol), C(C)O (ethanol). Reaction conditions: temperature 60 celsius. Yields the product CNC(C)C1(CCC1)C1=CC=C(C=C1)Cl (N-methyl-1-[1-(4-chlorophenyl)cyclobutyl]ethylamine). Reaction SMILES: [C:1]([C:4]1([C:8]2[CH:13]=[CH:12][C:11]([Cl:14])=[CH:10][CH:9]=2)[CH2:7][CH2:6][CH2:5]1)(=O)[CH3:2].C(C1(C2C=CC(Cl)=C(Cl)C=2)CCC1)(=O)C.[CH3:30][NH2:31].[H][H]>C(O)C.[Pt]=O>[CH3:30][NH:31][CH:1]([C:4]1([C:8]2[CH:13]=[CH:12][C:11]([Cl:14])=[CH:10][CH:9]=2)[CH2:7][CH2:6][CH2:5]1)[CH3:2]. Procedure: 1-Acetyl-1-(4-chlorophenyl)cyclobutane (61 g prepared in a similar manner to that described in Example 1 for 1-acetyl-1-(3,4-dichlorophenyl)cyclobutane, platinum oxide (0.75 g), 33% solution of methylamine in ethanol (60 g) and ethanol (30 ml) were charged into an autoclave. The autoclave was filled with hydrogen and maintained at about 60° C. and 20 bar pressure for ten hours. The reaction mixture was filtered through charcoal and the solids washed with absolute alcohol. The solvents were remov... The reactants are CO, NC(Cc1ccc([N+](=O)[O-])cc1)C(=O)O, O=S(Cl)Cl. Product: COC(=O)C(N)Cc1ccc([N+](=O)[O-])cc1. RXN SMILES: [CH3:20][OH:21].[NH2:1][CH:2]([CH2:3][c:4]1[cH:5][cH:6][c:7]([N+:10]([O-:11])=[O:12])[cH:8][cH:9]1)[C:13]([OH:14])=[O:15].[S:16]([Cl:17])([Cl:18])=[O:19]>>[NH2:1][CH:2]([CH2:3][c:4]1[cH:5][cH:6][c:7]([N+:10]([O-:11])=[O:12])[cH:8][cH:9]1)[C:13]([O:14][CH3:20])=[O:15]. Reactants: N#N (N2), [N-]=[N+]=[N-].[Na+] (sodium azide), O=C(CCCCC=1OC=C(N1)C(=O)Cl)C (2-(5-oxo-hexyl)-oxazole-4-carbonyl chloride). Solvent: O (H2O), CC(=O)C (acetone). Reaction conditions: temperature 0 celsius, time 1.5 hour. Product: O=C(CCCCC=1OC=C(N1)C(=O)N=[N+]=[N-])C (2-(5-Oxo-hexyl)-oxazole-4-carbonyl azide). Reaction SMILES: N#N.[O:3]=[C:4]([CH3:17])[CH2:5][CH2:6][CH2:7][CH2:8][C:9]1[O:10][CH:11]=[C:12]([C:14](Cl)=[O:15])[N:13]=1.[N-:18]=[N+:19]=[N-:20].[Na+]>CC(C)=O.O>[O:3]=[C:4]([CH3:17])[CH2:5][CH2:6][CH2:7][CH2:8][C:9]1[O:10][CH:11]=[C:12]([C:14]([N:18]=[N+:19]=[N-:20])=[O:15])[N:13]=1 |f:2.3|. Procedure: In a flame dried round-bottomed flask equipped with a magnetic stir bar and under inert atmosphere (N2), a solution of this crude 2-(5-oxo-hexyl)-oxazole-4-carbonyl chloride was dissolved in dry acetone (19.0 mL). The solution was cooled to 0° C. and a solution of sodium azide (315 mg, 4.79 mmol) in H2O (2.2 mL) was added dropwise. The reaction mixture was stirred at 0° C. for 1.5 h. The mixture was concentrated under reduced pressure, and the residue was dissolved in CH2Cl2 and filtered. The fi...